From a dataset of the Open Reaction Database (ORD), a public repository of structured organic reaction records. describe an organic reaction: reactants, conditions, products, and yield The reactants are C(C1=CC=CC=C1)OC=1C(=NC2=CC=C(C=C2C1Cl)C(O)(C=1C=NC(=CC1)C(F)(F)F)C1=CN=CN1C)OC ((3-(benzyloxy)-4-chloro-2-methoxyquinolin-6-yl)(1-methyl-1H-imidazol-5-yl)(6-(trifluoromethyl)pyridin-3-yl)methanol), C(C1=CC=CC=C1)OC=1C(=NC2=CC=C(C=C2C1Cl)C(O)(C=1C=NC(=CC1)C(F)(F)F)C1=CN=CN1C)OC ((3-(benzyloxy)-4-chloro-2-methoxyquinolin-6-yl)(1-methyl-1H-imidazol-5-yl)(6-(trifluoromethyl)pyridin-3-yl)methanol), CS(=O)(=O)C1=CC=C(C=C1)B(O)O ((4-(methylsulfonyl)phenyl)boronic acid), C(=O)([O-])[O-].[K+].[K+] (K2CO3). Reagents/catalysts: C1=CC=C(C=C1)P([C-]2C=CC=C2)C3=CC=CC=C3.C1=CC=C(C=C1)P([C-]2C=CC=C2)C3=CC=CC=C3.Cl[Pd]Cl.[Fe+2] (PdCl2(dppf)). Reaction conditions: temperature 65 celsius. Yields the product ClC1=C(C(=NC2=CC=C(C=C12)C(O)(C=1C=NC(=CC1)C(F)(F)F)C1=CN=CN1C)OC)C1=CC=C(C=C1)S(=O)(=O)C ({4-Chloro-2-methoxy-3-[4-(methylsulfonyl)phenyl]quinolin-6-yl}(1-methyl-1H-imidazol-5-yl)[6-(trifluoromethyl)pyridin-3-yl]methanol). Reaction SMILES: C(O[C:9]1[C:10]([O:38][CH3:39])=[N:11][C:12]2[C:17]([C:18]=1[Cl:19])=[CH:16][C:15]([C:20]([C:32]1[N:36]([CH3:37])[CH:35]=[N:34][CH:33]=1)([C:22]1[CH:23]=[N:24][C:25]([C:28]([F:31])([F:30])[F:29])=[CH:26][CH:27]=1)[OH:21])=[CH:14][CH:13]=2)C1C=CC=CC=1.[CH3:40][S:41]([C:44]1[CH:49]=[CH:48][C:47](B(O)O)=[CH:46][CH:45]=1)(=[O:43])=[O:42].C([O-])([O-])=O.[K+].[K+]>C1C=CC(P(C2C=CC=CC=2)[C-]2C=CC=C2)=CC=1.C1C=CC(P(C2C=CC=CC=2)[C-]2C=CC=C2)=CC=1.Cl[Pd]Cl.[Fe+2]>[Cl:19][C:18]1[C:17]2[C:12](=[CH:13][CH:14]=[C:15]([C:20]([C:32]3[N:36]([CH3:37])[CH:35]=[N:34][CH:33]=3)([C:22]3[CH:23]=[N:24][C:25]([C:28]([F:30])([F:31])[F:29])=[CH:26][CH:27]=3)[OH:21])[CH:16]=2)[N:11]=[C:10]([O:38][CH3:39])[C:9]=1[C:47]1[CH:48]=[CH:49][C:44]([S:41]([CH3:40])(=[O:43])=[O:42])=[CH:45][CH:46]=1 |f:2.3.4,5.6.7.8|. Reported procedure: A mixture of 4-chloro-6-(hydroxy(1-methyl-1H-imidazol-5-yl)(6-(trifluoromethyl)pyridin-3-yl)methyl)-2-methoxyquinolin-3-yl trifluoromethanesulfonate (70 mg, 0.12 mmol, Intermediate 11: step g), (4-(methylsulfonyl)phenyl)boronic acid (35 mg, 0.18 mmol), PdCl2(dppf) (9 mg, 0.012 mmol) and K2CO3 (16 mg, 0.12 mmol) was sparged with nitrogen three times. To this mixture was added 1,4-dioxane (2 mL) and water (0.3 mL) and the suspension purged with nitrogen. The resulting solution was heated to 65° C.... Reactants: COC(=O)CC(C)C(=O)c1ccc2c(c1)OC(C)C(=O)N2C, COC(=O)CC(C)C(=O)c1ccc2c(c1)OC(C)(C)C(=O)N2C. Yields the product COC(=O)CC(C)C(=O)c1ccc2c(c1)OCC(=O)N2C. RXN SMILES: [CH3:1][CH:2]1[O:3][c:4]2[c:5]([cH:10][cH:11][c:12]([C:14]([CH:15]([CH2:16][C:17](=[O:18])[O:19][CH3:20])[CH3:21])=[O:22])[cH:13]2)[N:6]([CH3:9])[C:7]1=[O:8].[CH3:23][C:24]1([CH3:25])[C:26](=[O:27])[N:28]([CH3:29])[c:30]2[cH:31][cH:32][c:33]([C:34](=[O:35])[CH:36]([CH3:37])[CH2:38][C:39]([O:40][CH3:41])=[O:42])[cH:43][c:44]2[O:45]1>>[CH2:2]1[O:3][c:4]2[c:5]([cH:10][cH:11][c:12]([C:14]([CH:15]([CH2:16][C:17](=[O:18])[O:19][CH3:20])[CH3:21])=[O:22])[cH:13]2)[N:6]([CH3:9])[C:7]1=[O:8].